This data is from the Open Reaction Database (ORD), a public repository of structured organic reaction records. The task is: describe an organic reaction: reactants, conditions, products, and yield Reactants: N[C@H]1CNCC1 ((3R)-3-aminopyrrolidine), BrC=1SC(=C(N1)C)C(=O)OCC (ethyl 2-bromo-4-methylthiazole-5-carboxylate), C(C)(C)N(CC)C(C)C (diisopropylethylamine). The product is N[C@H]1CN(CC1)C=1SC(=C(N1)C)C(=O)OCC (Ethyl 2-[(3R)-3-aminopyrrolidin-1-yl]-4-methyl-1,3-thiazole-5-carboxylate). Yield: 86.5%. As a reaction SMILES: [NH2:1][C@@H:2]1[CH2:6][CH2:5][NH:4][CH2:3]1.Br[C:8]1[S:9][C:10]([C:14]([O:16][CH2:17][CH3:18])=[O:15])=[C:11]([CH3:13])[N:12]=1.C(N(C(C)C)CC)(C)C>>[NH2:1][C@@H:2]1[CH2:6][CH2:5][N:4]([C:8]2[S:9][C:10]([C:14]([O:16][CH2:17][CH3:18])=[O:15])=[C:11]([CH3:13])[N:12]=2)[CH2:3]1. Procedure details: The same operation as in Example (237a) was performed using (3R)-3-aminopyrrolidine (0.16 mL, 1.80 mmol), ethyl 2-bromo-4-methylthiazole-5-carboxylate (300 mg, 1.20 mmol) and diisopropylethylamine (0.42 mL, 2.40 mmol), to obtain 265 mg of the title compound as a pale yellow solid (87%). Reactants: Cl (hydrochloric acid), C(CCC)OC1=NC(=C2NC(N(C2=N1)CC=1C=NC(=C(C1)Cl)Cl)(O)Br)N (2-n-butoxy-8-bromo-9-(5,6-dichloro-3-pyridylmethyl)-8-hydroxyadenine). Run in C(CCC)O (butanol). Yields the product C(CCC)OC1=NC(=C2N=C(N(C2=N1)CC=1C=NC(=C(C1)Cl)Cl)O)N (2-Butoxy-9-(5,6-dichloro-3-pyridylmethyl)-8-hydroxyadenine), crystal. The yield is 35.0%. As a reaction SMILES: Cl.[CH2:2]([O:6][C:7]1[N:15]=[C:14]2[C:10]([NH:11][C:12](Br)([OH:25])[N:13]2[CH2:16][C:17]2[CH:18]=[N:19][C:20]([Cl:24])=[C:21]([Cl:23])[CH:22]=2)=[C:9]([NH2:27])[N:8]=1)[CH2:3][CH2:4][CH3:5]>C(O)CCC>[CH2:2]([O:6][C:7]1[N:15]=[C:14]2[C:10]([N:11]=[C:12]([OH:25])[N:13]2[CH2:16][C:17]2[CH:18]=[N:19][C:20]([Cl:24])=[C:21]([Cl:23])[CH:22]=2)=[C:9]([NH2:27])[N:8]=1)[CH2:3][CH2:4][CH3:5]. Procedure details: Concentrated hydrochloric acid (4 ml) was added to a butanol suspension (4 ml) comprising 2-n-butoxy-8-bromo-9-(5,6-dichloro-3-pyridylmethyl)-8-hydroxyadenine (150 mg, 0.34 mmol) obtained in the same manner as in Reference Example 2, and the resultant was allowed to react at 70° C. for 9 hours. The reaction solution was concentrated under reduced pressure, water (30 ml) was added to the residue under ice cooling, and the solution was neutralized with an aqueous solution of 1N sodium hydroxide. T... RXN SMILES: [C:23](#[N:24])[CH2:25][P:26](=[O:27])([O:28][CH2:29][CH3:30])[O:31][CH2:32][CH3:33].[C:34](=[O:35])([O-:36])[O-:37].[CH3:41][N:42]([CH3:43])[CH:44]=[O:45].[Cl:1][c:2]1[c:3]([CH:21]=[O:22])[cH:4][c:5](-[n:8]2[c:9](=[O:20])[n:10]([CH3:19])[c:11]([C:15]([F:16])([F:17])[F:18])[cH:12][c:13]2=[O:14])[cH:6][cH:7]1.[K+:38].[K+:39].[OH2:40]>>[Cl:1][c:2]1[c:3]([CH:21]=[CH:25][C:23]#[N:24])[cH:4][c:5](-[n:8]2[c:9](=[O:20])[n:10]([CH3:19])[c:11]([C:15]([F:16])([F:17])[F:18])[cH:12][c:13]2=[O:14])[cH:6][cH:7]1. Starting materials: CCOP(=O)(CC#N)OCC, O=C([O-])[O-], CN(C)C=O, Cn1c(C(F)(F)F)cc(=O)n(-c2ccc(Cl)c(C=O)c2)c1=O, [K+], [K+], O. Product: Cn1c(C(F)(F)F)cc(=O)n(-c2ccc(Cl)c(C=CC#N)c2)c1=O. Reactants: CC1(C)C2CCC1(CS(=O)(=O)O)C(=O)C2, CC(C)O, C#CCNC(=O)c1cccc(F)c1Nc1nc(Cl)ncc1Cl, CCN1CC(O)(CO)COc2cc(N)ccc21. Product: C#CCNC(=O)c1cccc(F)c1Nc1nc(Nc2ccc3c(c2)OCC(O)(CO)CN3CC)ncc1Cl. As a reaction SMILES: [C:1]12([CH2:2][S:3]([OH:4])(=[O:5])=[O:6])[C:7]([CH3:8])([CH3:9])[CH:10]([CH2:11][CH2:12]1)[CH2:13][C:14]2=[O:15].[CH:55]([OH:56])([CH3:57])[CH3:58].[Cl:16][c:17]1[n:18][cH:19][c:20]([Cl:37])[c:21]([NH:23][c:24]2[c:25]([C:26](=[O:27])[NH:28][CH2:29][C:30]#[CH:31])[cH:32][cH:33][cH:34][c:35]2[F:36])[n:22]1.[NH2:38][c:39]1[cH:40][c:41]2[c:42]([cH:53][cH:54]1)[N:43]([CH2:51][CH3:52])[CH2:44][C:45]([OH:48])([CH2:49][OH:50])[CH2:46][O:47]2>>[c:17]1([NH:38][c:39]2[cH:40][c:41]3[c:42]([cH:53][cH:54]2)[N:43]([CH2:51][CH3:52])[CH2:44][C:45]([OH:48])([CH2:49][OH:50])[CH2:46][O:47]3)[n:18][cH:19][c:20]([Cl:37])[c:21]([NH:23][c:24]2[c:25]([C:26](=[O:27])[NH:28][CH2:29][C:30]#[CH:31])[cH:32][cH:33][cH:34][c:35]2[F:36])[n:22]1. The reactants are N1(CCCCC1)C1=C(C=CC=C1)C(CCC)O (1-(2-piperidinophenyl)-1-butanol), C(#N)CC1=CC=C(C(=O)OCC)C=C1 (ethyl 4-cyanomethyl-benzoate), S(O)(O)(=O)=O (sulfuric acid). The solvent is ClC1=C(C=CC=C1)Cl (o-dichlorobenzene). The product is N1(CCCCC1)C1=C(C=CC=C1)C(CCC)C(C1=CC=C(C(=O)OCC)C=C1)C(=O)N (Ethyl 4-[(1-(2-piperidino-phenyl)-1-butyl)-aminocarbonylmethyl]-benzoate). Reaction SMILES: [N:1]1([C:7]2[CH:12]=[CH:11][CH:10]=[CH:9][C:8]=2[CH:13](O)[CH2:14][CH2:15][CH3:16])[CH2:6][CH2:5][CH2:4][CH2:3][CH2:2]1.[C:18]([CH2:20][C:21]1[CH:31]=[CH:30][C:24]([C:25]([O:27][CH2:28][CH3:29])=[O:26])=[CH:23][CH:22]=1)#[N:19].S(=O)(=O)(O)[OH:33]>ClC1C=CC=CC=1Cl>[N:1]1([C:7]2[CH:12]=[CH:11][CH:10]=[CH:9][C:8]=2[CH:13]([CH:20]([C:18]([NH2:19])=[O:33])[C:21]2[CH:31]=[CH:30][C:24]([C:25]([O:27][CH2:28][CH3:29])=[O:26])=[CH:23][CH:22]=2)[CH2:14][CH2:15][CH3:16])[CH2:6][CH2:5][CH2:4][CH2:3][CH2:2]1. Reported procedure: Prepared analogously to Example 64 from 1-(2-piperidinophenyl)-1-butanol and ethyl 4-cyanomethyl-benzoate with concentrated sulfuric acid in o-dichlorobenzene at ambient temperature. Reaction SMILES: [CH2:1]1[C:9]2[C:4](=[CH:5][CH:6]=[CH:7][CH:8]=2)[CH2:3][CH:2]1[C:10]([OH:12])=[O:11].S(=O)(=O)(O)O.[C:18](=O)(O)[O-].[Na+]>CO>[CH2:3]1[C:4]2[C:9](=[CH:8][CH:7]=[CH:6][CH:5]=2)[CH2:1][CH:2]1[C:10]([O:12][CH3:18])=[O:11] |f:2.3|. Product: C1C(CC2=CC=CC=C12)C(=O)OC (methyl indan-2-carboxylate). Solvent: CO (methanol). Starting materials: C1C(CC2=CC=CC=C12)C(=O)O (indan-2-carboxylic acid), S(O)(O)(=O)=O (sulfuric acid), C([O-])(O)=O.[Na+] (sodium bicarbonate). Procedure: A solution of 50 g. of indan-2-carboxylic acid (prepared according to the procedure reported by E. D. Bergmann and E. Hoffman, J. Org. Chem., 26, 3555 (1961)) and 5 ml. of con d sulfuric acid in 500 ml. of methanol is heated at reflux for 3.0 hours then is cooled in ice. The cooled solution is neutralized (pH~5) with saturated sodium bicarbonate, is concentrated, and the aqueous layer is extracted with methylene chloride. The combined organic extracts are washed with saturated bicarbonate, with ...